Dataset: the Open Reaction Database (ORD), a public repository of structured organic reaction records. Task: describe an organic reaction: reactants, conditions, products, and yield Reactants: C1(O)=CC=C(O)C=C1 (hydroquinone), BrCCCCCC(CC)C (1-bromo-6-methyloctane), C([O-])([O-])=O.[K+].[K+] (potassium carbonate). Solvent: CN(C=O)C (N,N-dimethylformamide). Conditions: time 9.5 hour. The product is CC(CCCCCOC1=CC=C(C=C1)O)CC (4-(6'-methyloctyloxy)phenol). Reaction SMILES: [C:1]1([CH:8]=[CH:7][C:5]([OH:6])=[CH:4][CH:3]=1)[OH:2].Br[CH2:10][CH2:11][CH2:12][CH2:13][CH2:14][CH:15]([CH3:18])[CH2:16][CH3:17].C(=O)([O-])[O-].[K+].[K+]>CN(C)C=O>[CH3:18][CH:15]([CH2:16][CH3:17])[CH2:14][CH2:13][CH2:12][CH2:11][CH2:10][O:2][C:1]1[CH:8]=[CH:7][C:5]([OH:6])=[CH:4][CH:3]=1 |f:2.3.4|. Procedure: A 25 ml-flask was charged with 0.637 g of hydroquinone, 1 g of optically active 1-bromo-6-methyloctane, 0.667 g of anhydrous potassium carbonate and 4 ml of N,N-dimethylformamide, and reaction was carried out at 90° C. for 9.5 hours. After the reaction, insoluble substances were recovered by filtration and extracted with ether. The ether layer was washed with water and a saturated aqueous solution of sodium chloride and dried, and ether was removed by distillation under reduced pressure. The obt... The reactants are ClC=1C=C(C=CC1F)C1NCCC1 ((RS)-2-(3-chloro-4-fluoro-phenyl)-pyrrolidine), C1(=CC=C(C=C1)S(=O)(=O)Cl)C (toluene-4-sulfonyl chloride). Yields the product ClC=1C=C(C=CC1F)C1N(CCC1)S(=O)(=O)C1=CC=C(C=C1)C ((RS)-2-(3-Chloro-4-fluoro-phenyl)-1-(toluene-4-sulfonyl)-pyrrolidine). As a reaction SMILES: [Cl:1][C:2]1[CH:3]=[C:4]([CH:9]2[CH2:13][CH2:12][CH2:11][NH:10]2)[CH:5]=[CH:6][C:7]=1[F:8].[C:14]1([CH3:24])[CH:19]=[CH:18][C:17]([S:20](Cl)(=[O:22])=[O:21])=[CH:16][CH:15]=1>>[Cl:1][C:2]1[CH:3]=[C:4]([CH:9]2[CH2:13][CH2:12][CH2:11][N:10]2[S:20]([C:17]2[CH:18]=[CH:19][C:14]([CH3:24])=[CH:15][CH:16]=2)(=[O:22])=[O:21])[CH:5]=[CH:6][C:7]=1[F:8]. Reported procedure: The title compound, off-white solid, m.p. 96° C. and MS: m/e=354.2 (M+H+) was prepared in accordance with the general method of example 1e from (RS)-2-(3-chloro-4-fluoro-phenyl)-pyrrolidine and toluene-4-sulfonyl chloride. The reactants are OC1=CC(OC2=CC=C(C=C12)OC)=O (4-hydroxy-6-methoxycoumarin), O.OC1=CC(OC2=CC(=CC=C12)O)=O (4,7-dihydroxycoumarin monohydrate), [N+](=O)(O)[O-] (nitric acid). Yields the product OC1=C(C(OC2=CC=C(C=C12)OC)=O)[N+](=O)[O-] (4-Hydroxy-6-methoxy-3-nitrocoumarin). RXN SMILES: [OH:1][C:2]1[C:11]2[C:6](=[CH:7][CH:8]=[C:9]([O:12][CH3:13])[CH:10]=2)[O:5][C:4](=[O:14])[CH:3]=1.O.OC1C2C(=CC(O)=CC=2)OC(=O)C=1.[N+:29]([O-])([OH:31])=[O:30]>>[OH:1][C:2]1[C:11]2[C:6](=[CH:7][CH:8]=[C:9]([O:12][CH3:13])[CH:10]=2)[O:5][C:4](=[O:14])[C:3]=1[N+:29]([O-:31])=[O:30] |f:1.2|. Procedure: Fuming nitric acid (30 ml) was added to a stirred suspension of 4-hydroxy-6-methoxycoumarin (m.p. 271°-2°(d); (C10H7NO5 requires C, 50.64; H, 2.97; N, 5.91. Found: C, 50.78; H, 3.18; N, 5.47). Starting materials: ClCCl, CN1CCCC2CC(=O)CCC21, N#CBr. Product: N#CN1CCCC2CC(=O)CCC21. RXN SMILES: [CH2:16]([Cl:17])[Cl:18].[CH3:1][N:2]1[CH2:3][CH2:4][CH2:5][CH:6]2[CH2:7][C:8](=[O:12])[CH2:9][CH2:10][CH:11]12.[N:13]#[C:14][Br:15]>>[C:1]([N:2]1[CH2:3][CH2:4][CH2:5][CH:6]2[CH2:7][C:8](=[O:12])[CH2:9][CH2:10][CH:11]12)#[N:13]. Starting materials: CCO, ClCCl, Cl, [Na+], O=C([O-])O, C[Si](C)(C)CCOCN(COCC[Si](C)(C)C)c1cc(CN2CCOCC2)nc2c(-c3cnc4ccccc4c3)cnn12, C1COCCO1, O. Product: Nc1cc(CN2CCOCC2)nc2c(-c3cnc4ccccc4c3)cnn12. As a reaction SMILES: [CH3:44][CH2:45][OH:46].[Cl:60][CH2:61][Cl:62].[ClH:47].[Na+:58].[O-:54][C:55]([OH:56])=[O:57].[O:1]1[CH2:2][CH2:3][N:4]([CH2:7][c:8]2[n:9][c:10]3[n:11]([c:12]([N:14]([CH2:15][O:16][CH2:17][CH2:18][Si:19]([CH3:20])([CH3:21])[CH3:22])[CH2:23][O:24][CH2:25][CH2:26][Si:27]([CH3:28])([CH3:29])[CH3:30])[cH:13]2)[n:31][cH:32][c:33]3-[c:34]2[cH:35][n:36][c:37]3[cH:38][cH:39][cH:40][cH:41][c:42]3[cH:43]2)[CH2:5][CH2:6]1.[O:48]1[CH2:49][CH2:50][O:51][CH2:52][CH2:53]1.[OH2:59]>>[O:1]1[CH2:2][CH2:3][N:4]([CH2:7][c:8]2[n:9][c:10]3[n:11]([c:12]([NH2:14])[cH:13]2)[n:31][cH:32][c:33]3-[c:34]2[cH:35][n:36][c:37]3[cH:38][cH:39][cH:40][cH:41][c:42]3[cH:43]2)[CH2:5][CH2:6]1. Reactants: O (water), C1(=CC=C(C=C1)NC1(CCCCC1)C#N)C (1-p-tolylaminocyclohexanecarbonitrile), O([Na])C#N (NaOCN), Cl (HCl), O (water). Run in C(C)(=O)O (acetic acid). Conditions: temperature 35 celsius, time 2 hour. The product is C1(=CC=C(C=C1)N1C(NC(C12CCCCC2)=O)=O)C (1-p-tolyl-1,3-diazaspiro[4.5]decane-2,4-dione). As a reaction SMILES: [C:1]1([CH3:16])[CH:6]=[CH:5][C:4]([NH:7][C:8]2([C:14]#[N:15])[CH2:13][CH2:12][CH2:11][CH2:10][CH2:9]2)=[CH:3][CH:2]=1.[O:17]([C:19]#N)[Na].Cl.[OH2:22]>C(O)(=O)C>[C:1]1([CH3:16])[CH:6]=[CH:5][C:4]([N:7]2[C:8]3([CH2:13][CH2:12][CH2:11][CH2:10][CH2:9]3)[C:14](=[O:22])[NH:15][C:19]2=[O:17])=[CH:3][CH:2]=1. Procedure details: 18 g of 1-p-tolylaminocyclohexanecarbonitrile are dissolved in 90 ml of acetic acid in a 250 ml three-necked flask, at room temperature and under nitrogen, the mixture is heated to 35° C., 8.74 g of NaOCN are then added portionwise, heating is continued up to 60° C. and the mixture is stirred for 2 hours. 29 ml of 12N HCl and then 19 ml of water are introduced into the reaction medium, which is then heated for 30 minutes from 50 to 90° C. The reaction medium is transferred into about 1 l of wate... The reactants are Nc1cnc(Br)cn1, CC(=O)O, Cc1ccc(-c2ccccc2C=O)cc1. Product: Cc1ccc(-c2ccccc2CNc2cnc(Br)cn2)cc1. Reaction SMILES: [Br:16][c:17]1[n:18][cH:19][c:20]([NH2:23])[n:21][cH:22]1.[C:24]([OH:25])(=[O:26])[CH3:27].[CH3:1][c:2]1[cH:3][cH:4][c:5](-[c:8]2[c:9]([CH:14]=[O:15])[cH:10][cH:11][cH:12][cH:13]2)[cH:6][cH:7]1>>[CH3:1][c:2]1[cH:3][cH:4][c:5](-[c:8]2[c:9]([CH2:14][NH:23][c:20]3[cH:19][n:18][c:17]([Br:16])[cH:22][n:21]3)[cH:10][cH:11][cH:12][cH:13]2)[cH:6][cH:7]1.